Dataset: the Open Reaction Database (ORD), a public repository of structured organic reaction records. Task: describe an organic reaction: reactants, conditions, products, and yield Starting materials: C1(=CC=CC=C1)C1=CC=C(O1)C=O (5-phenyl-furan-2-carbaldehyde), CC(C)=CC (2-methyl-2-butene), OP(=O)(O)[O-].[K+] (potassium phosphate monobasic), [O-]Cl=O.[Na+] (NaClO2). Solvent: O (water), CC(C)(C)O (t-BuOH), C1CCOC1 (THF), [OH-].[Na+] (NaOH). Conditions: time 4 hour. The product is C1(=CC=CC=C1)C1=CC=C(O1)C(=O)O (5-phenyl-furan-2-carboxylic Acid). Yield: 70.2%. RXN SMILES: [C:1]1([C:7]2[O:11][C:10]([CH:12]=[O:13])=[CH:9][CH:8]=2)[CH:6]=[CH:5][CH:4]=[CH:3][CH:2]=1.CC(=CC)C.[OH:19]P([O-])(O)=O.[K+].[O-]Cl=O.[Na+]>O.CC(O)(C)C.[OH-].[Na+].C1COCC1>[C:1]1([C:7]2[O:11][C:10]([C:12]([OH:19])=[O:13])=[CH:9][CH:8]=2)[CH:2]=[CH:3][CH:4]=[CH:5][CH:6]=1 |f:2.3,4.5,8.9|. Procedure details: To a solution of the product from Step 103a (0.650 g, 3.78 mmol, 1 eq) in water (5.5 mL), t-BuOH (18.0 mL), and THF (18.0 mL) is added 2-methyl-2-butene (3.2 mL, 30.2 mmol, 8 eq), potassium phosphate monobasic (1.54 g, 11.3 mmol, 3 eq), then NaClO2 (1.03 g, 11.3 mmol, 3 eq) in that order. After four hours, the reaction is complete and diluted with 1 N NaOH (100 mL). The aqueous solution is extracted with ether (2×100 mL), and the aqueous layer is acidified with conc. HCl. The resulting solution ... The reactants are NC1=CN=C(N1)C(=O)N (5-amino-1H-imidazole-carboxamide), [N+](=[N-])=C1C(=NCN1)C(=O)N (5-diazo-1H-imidazole-4-carboxamide), CN=C=O (methylisocyanate). The solvent is ClCCl (dichloromethane). The product is CN1C(=O)N2C=NC(=C2N=N1)C(=O)N (Temozolomide). RXN SMILES: NC1NC(C(N)=O)=NC=1.[N+:10](=[C:12]1[NH:16][CH2:15][N:14]=[C:13]1[C:17]([NH2:19])=[O:18])=[N-:11].[CH3:20][N:21]=[C:22]=[O:23]>ClCCl>[CH3:20][N:21]1[N:11]=[N:10][C:12]2[N:16]([CH:15]=[N:14][C:13]=2[C:17]([NH2:19])=[O:18])[C:22]1=[O:23]. Procedure: In this process, 5-amino-1H-imidazole-carboxamide (A) is converted into 5-diazo-1H-imidazole-4-carboxamide (B), which is then cyclized with methylisocyanate in dichloromethane to provide a high yield of clinical-grade Temozolomide. However, this process requires isolation of the unstable and potentially dangerous 5-diazo-1H-imidazole-4-carboxamide (B). Moreover, methylisocyanate is a difficult reagent to handle and ship, especially on the industrial scale, and indeed is better avoided in industr... Starting materials: O=[N+]([O-])c1cnc(Br)s1, O=C([O-])[O-], COc1cc2c(=S)cc[nH]c2cc1OCc1ccccc1, CN(C)C=O, [K+], [K+], O. Yields the product COc1cc2c(Sc3ncc([N+](=O)[O-])s3)ccnc2cc1OCc1ccccc1. As a reaction SMILES: [Br:22][c:23]1[s:24][c:25]([N+:28](=[O:29])[O-:30])[cH:26][n:27]1.[C:31](=[O:32])([O-:33])[O-:34].[CH2:1]([c:2]1[cH:3][cH:4][cH:5][cH:6][cH:7]1)[O:8][c:9]1[c:10]([O:20][CH3:21])[cH:11][c:12]2[c:13](=[S:19])[cH:14][cH:15][nH:16][c:17]2[cH:18]1.[CH3:37][N:38]([CH3:39])[CH:40]=[O:41].[K+:35].[K+:36].[OH2:42]>>[CH2:1]([c:2]1[cH:3][cH:4][cH:5][cH:6][cH:7]1)[O:8][c:9]1[c:10]([O:20][CH3:21])[cH:11][c:12]2[c:13]([S:19][c:23]3[s:24][c:25]([N+:28](=[O:29])[O-:30])[cH:26][n:27]3)[cH:14][cH:15][n:16][c:17]2[cH:18]1. The reactants are [OH-].[Na+] (sodium hydroxide), Cl.NNC(=O)N (semicarbazide hydrochloride), C(C=C)#N (acrylonitrile). Solvent: O (water), O (water). Reaction conditions: temperature 80 celsius, time 4 hour. The product is C(#N)C(C)NNC(=O)N (1-Cyanoethyl-semicarbazide). Yield: 60.0%. Reaction SMILES: Cl.[NH2:2][NH:3][C:4]([NH2:6])=[O:5].[OH-].[Na+].[C:9](#[N:12])[CH:10]=[CH2:11]>O>[C:9]([CH:10]([NH:2][NH:3][C:4]([NH2:6])=[O:5])[CH3:11])#[N:12] |f:0.1,2.3|. Reported procedure: 1672 g of semicarbazide hydrochloride is dissolved in 2 liters of water, and neutralised, with cooling, with 600 g of sodium hydroxide in 1 liter of water. After the addition dropwise of 795 g of acrylonitrile, the mixture is heated for 7 hours at 80° C. and then allowed to stand for 4 hours at 0° C.; the precipitated crystalline product is subsequently filtered off, and dried under vacuum. There is obtained 1152 g of white product having a melting point of 125°-128° C. The reactants are C(=O)C=1C(=C(C(=O)OC)C=CC1)[N+](=O)[O-] (Methyl 3-formyl-2-nitrobenzoate), NC1=CC=CC=C1 (aniline), CCCCCC.CCOC(=O)C (Hexane EtOAc). Solvent: CCO (EtOH). The product is [N+](=O)([O-])C1=C(C(=O)OC)C=CC=C1C=NC1=CC=CC=C1 (Methyl 2-nitro-3-[(phenylimino)methyl]benzoate). Reaction SMILES: [CH:1]([C:3]1[C:4]([N+:13]([O-:15])=[O:14])=[C:5]([CH:10]=[CH:11][CH:12]=1)[C:6]([O:8][CH3:9])=[O:7])=O.[NH2:16][C:17]1[CH:22]=[CH:21][CH:20]=[CH:19][CH:18]=1.CCCCCC.CCOC(C)=O>CCO>[N+:13]([C:4]1[C:3]([CH:1]=[N:16][C:17]2[CH:22]=[CH:21][CH:20]=[CH:19][CH:18]=2)=[CH:12][CH:11]=[CH:10][C:5]=1[C:6]([O:8][CH3:9])=[O:7])([O-:15])=[O:14] |f:2.3|. Procedure: A mixture of (A3) (1.0 eq.) and aniline (1.05 eq.) in EtOH (0.2 M) was stirred at reflux under N2 atmosphere for 2 hr until TLC revealed completation of the reaction (Hexane/EtOAc=75:25). Evaporation of the solvent gave (A4) as a white solid which was used in the next step without further purification. 1H NMR (400 MHz, CDCl3, 300K) δ 8.51 (1H, d, J=7.3 Hz), 8.41 (1H, s), 8.11 (1H, d, J=7.8 Hz), 7.67 (1H, t, J=7.8 Hz), 7.43 (2H, t, J=7.8 Hz), 7.31 (1H, t, J=7.3 Hz), 7.16 (2H, d, J=7.8 Hz), 3.94 (...